This data is from the Open Reaction Database (ORD), a public repository of structured organic reaction records. The task is: describe an organic reaction: reactants, conditions, products, and yield Reactants: OC1=CC=C(C=C1)C1=CC=C(C=C1)O (4,4'-dihydroxybiphenyl), CC(CBr)CC (2-methyl-1-bromobutane), C([O-])([O-])=O.[K+].[K+] (potassium carbonate). Run in C(C)O (ethanol). Yields the product CC(COC1=CC=C(C=C1)C1=CC=C(C=C1)O)CC (4'-(2-methylbutoxy)-4-hydroxybiphenyl). Yield: 19.1%. As a reaction SMILES: [OH:1][C:2]1[CH:7]=[CH:6][C:5]([C:8]2[CH:13]=[CH:12][C:11]([OH:14])=[CH:10][CH:9]=2)=[CH:4][CH:3]=1.[CH3:15][CH:16]([CH2:19][CH3:20])[CH2:17]Br.C(=O)([O-])[O-].[K+].[K+]>C(O)C>[CH3:15][CH:16]([CH2:19][CH3:20])[CH2:17][O:1][C:2]1[CH:3]=[CH:4][C:5]([C:8]2[CH:13]=[CH:12][C:11]([OH:14])=[CH:10][CH:9]=2)=[CH:6][CH:7]=1 |f:2.3.4|. Procedure: A solution of 0.20 mole(37.2 g) of 4,4'-dihydroxybiphenyl, 0.10 mole(15.1 g) of the above 2-methyl-1-bromobutane, and 0.60 mole(33.7 g) of potassium carbonate in 300 ml of ethanol was refluxed for 16 hours. After the reaction, the reaction solution was filtered and concentrated, then purified by column chromatography to obtain 4.9 g of 4'-(2-methylbutoxy)-4-hydroxybiphenyl. (yield: 58%) Yields the product O=C(NN1CCN(CCO)CC1)c1cnc(-c2cccc(F)c2)nc1. Reaction SMILES: [CH3:33][N:34]1[CH2:35][CH2:36][CH2:37][C:38]1=[O:39].[Cl:17][C:18]([C:19]([Cl:20])=[O:21])=[O:22].[Cl:40][CH2:41][Cl:42].[F:1][c:2]1[cH:3][c:4](-[c:8]2[n:9][cH:10][c:11]([C:14](=[O:15])[OH:16])[cH:12][n:13]2)[cH:5][cH:6][cH:7]1.[NH2:23][N:24]1[CH2:25][CH2:26][N:27]([CH2:30][CH2:31][OH:32])[CH2:28][CH2:29]1.[O:43]=[CH:44][N:45]([CH3:46])[CH3:47]>>[F:1][c:2]1[cH:3][c:4](-[c:8]2[n:9][cH:10][c:11]([C:14](=[O:16])[NH:23][N:24]3[CH2:25][CH2:26][N:27]([CH2:30][CH2:31][OH:32])[CH2:28][CH2:29]3)[cH:12][n:13]2)[cH:5][cH:6][cH:7]1. Starting materials: CN1CCCC1=O, O=C(Cl)C(=O)Cl, ClCCl, O=C(O)c1cnc(-c2cccc(F)c2)nc1, NN1CCN(CCO)CC1, CN(C)C=O. Reactants: C=CCBr, Oc1ccc(F)c2cccnc12, [H-], [Na+], CN(C)C=O, O. Yields the product C=CCc1cc(F)c2cccnc2c1O. As a reaction SMILES: [CH2:15]([CH:16]=[CH2:17])[Br:18].[F:3][c:4]1[c:5]2[cH:6][cH:7][cH:8][n:9][c:10]2[c:11]([OH:14])[cH:12][cH:13]1.[H-:2].[Na+:1].[O:20]=[CH:21][N:22]([CH3:23])[CH3:24].[OH2:19]>>[F:3][c:4]1[c:5]2[cH:6][cH:7][cH:8][n:9][c:10]2[c:11]([OH:14])[c:12]([CH2:17][CH:16]=[CH2:15])[cH:13]1. The reactants are P(=O)(Cl)(Cl)Cl (phosphorous oxychloride), COC=1C=C2C(=CC(NC2=CC1)=O)C (6-methoxy-4-methyl-2-quinolone). The solvent is ice water. Reaction conditions: temperature 50 celsius, time 2 hour. The product is COC=1C=C2C(=CC(=NC2=CC1)Cl)C (6-Methoxy-4-methyl-2-chloroquinoline). The yield is 86.3%. Reaction SMILES: P(Cl)(Cl)([Cl:3])=O.[CH3:6][O:7][C:8]1[CH:9]=[C:10]2[C:15](=[CH:16][CH:17]=1)[NH:14][C:13](=O)[CH:12]=[C:11]2[CH3:19]>>[CH3:6][O:7][C:8]1[CH:9]=[C:10]2[C:15](=[CH:16][CH:17]=1)[N:14]=[C:13]([Cl:3])[CH:12]=[C:11]2[CH3:19]. Procedure details: A 1-liter, four necked round bottom flask equipped with a mechanical stirrer, thermowatch, and condenser was charged with 630 grams (383 ml) of phosphorous oxychloride. The solution was heated to 50° C. and 6-methoxy-4-methyl-2-quinolone (2) (164.5 g, 0.87 moles) was added over 20 minutes. The reaction mixture was heated to reflux and held there for 2 hours. The hot reaction mixture was slowly poured into ice water (2.5 liters) and the resulting solution cooled to 30° C. The product was removed ... The reactants are P(=O)([O-])([O-])[O-].[K+].[K+].[K+] (potassium phosphate), ClC1=NC=NC=C1I (4-chloro-5-iodopyrimidine), CC1(OB(OC1(C)C)C1=CCN(CC1)C(=O)OC(C)(C)C)C (tert-butyl 4-(4,4,5,5-tetramethyl-1,3,2-dioxaborolan-2-yl)-5,6-dihydropyridine-1(2H)-carboxylate), COCCOC (DME). The reagents and catalysts are C1=CC=C(C=C1)P([C-]2C=CC=C2)C3=CC=CC=C3.C1=CC=C(C=C1)P([C-]2C=CC=C2)C3=CC=CC=C3.[Fe+2] (dppf), C(C)(=O)[O-].[Pd+2].C(C)(=O)[O-] (palladium (II) acetate). Solvent: O (water), O (water). Run at temperature 85 celsius, time 4 hour. Product: ClC1=NC=NC=C1C1=CCN(CC1)C(=O)OC(C)(C)C (tert-butyl 4-(4-chloropyrimidin-5-yl)-5,6-dihydropyridine-1(2H)-carboxylate). As a reaction SMILES: P([O-])([O-])([O-])=O.[K+].[K+].[K+].[Cl:9][C:10]1[C:15](I)=[CH:14][N:13]=[CH:12][N:11]=1.CC1(C)C(C)(C)OB([C:25]2[CH2:30][CH2:29][N:28]([C:31]([O:33][C:34]([CH3:37])([CH3:36])[CH3:35])=[O:32])[CH2:27][CH:26]=2)O1.COCCOC>O.C1C=CC(P(C2C=CC=CC=2)[C-]2C=CC=C2)=CC=1.C1C=CC(P(C2C=CC=CC=2)[C-]2C=CC=C2)=CC=1.[Fe+2].C([O-])(=O)C.[Pd+2].C([O-])(=O)C>[Cl:9][C:10]1[C:15]([C:25]2[CH2:30][CH2:29][N:28]([C:31]([O:33][C:34]([CH3:37])([CH3:36])[CH3:35])=[O:32])[CH2:27][CH:26]=2)=[CH:14][N:13]=[CH:12][N:11]=1 |f:0.1.2.3,8.9.10,11.12.13|. Procedure: To a sealable tube was added potassium phosphate (1.308 g, 6.16 mmol), dppf (0.051 g, 0.092 mmol), palladium (II) acetate (0.014 g, 0.062 mmol), 4-chloro-5-iodopyrimidine (0.741 g, 3.08 mmol), and tert-butyl 4-(4,4,5,5-tetramethyl-1,3,2-dioxaborolan-2-yl)-5,6-dihydropyridine-1(2H)-carboxylate (1 g, 3.23 mmol) followed by DME (17.60 mL) and water (2.93 mL) before sealing the reaction under argon and stirring at 85° C. for 4 h. It was cooled to room temperature and diluted with water before extrac... Reactants: CCO, OCCCCC#Cc1cncnc1. Yields the product OCCCCCCc1cncnc1. As a reaction SMILES: [CH3:14][CH2:15][OH:16].[n:1]1[cH:2][n:3][cH:4][c:5]([C:7]#[C:8][CH2:9][CH2:10][CH2:11][CH2:12][OH:13])[cH:6]1>>[n:1]1[cH:2][n:3][cH:4][c:5]([CH2:7][CH2:8][CH2:9][CH2:10][CH2:11][CH2:12][OH:13])[cH:6]1. The reactants are NC1(CN(CC1)C1=C(C(=C2C(C(=CN(C2=C1F)C1CC1)C(=O)O)=O)F)F)C (7-(3-amino-3-methyl-1-pyrrolidinyl)-1-cyclopropyl-5,6,8-trifluoro-1,4-dihydro-4-oxoquinoline-3-carboxylic acid), N (ammonia). Run at temperature 100 celsius. Product: NC1=C2C(C(=CN(C2=C(C(=C1F)N1CC(CC1)(C)N)F)C1CC1)C(=O)O)=O (5-amino7-(3-amino-3-methyl-1-pyrrolidinyl)-1-cyclopropyl-6,8-difluoro-1,4-dihydro-4-oxoquinoline-3-carboxylic acid). RXN SMILES: [NH2:1][C:2]1([CH3:27])[CH2:6][CH2:5][N:4]([C:7]2[C:16]([F:17])=[C:15]3[C:10]([C:11](=[O:24])[C:12]([C:21]([OH:23])=[O:22])=[CH:13][N:14]3[CH:18]3[CH2:20][CH2:19]3)=[C:9](F)[C:8]=2[F:26])[CH2:3]1.[NH3:28]>>[NH2:28][C:9]1[C:8]([F:26])=[C:7]([N:4]2[CH2:5][CH2:6][C:2]([NH2:1])([CH3:27])[CH2:3]2)[C:16]([F:17])=[C:15]2[C:10]=1[C:11](=[O:24])[C:12]([C:21]([OH:23])=[O:22])=[CH:13][N:14]2[CH:18]1[CH2:19][CH2:20]1. Reported procedure: A mixture of 7-(3-amino-3-methyl-1-pyrrolidinyl)-1-cyclopropyl-5,6,8-trifluoro-1,4-dihydro-4-oxoquinoline-3-carboxylic acid (150 mg) and 28% aqueous ammonia (15 ml) was heated at 100° C. for 48 hours in a sealed tube. The reaction mixture was evaporated to dryness under reduced pressure and water was added to the residue. The resulting crystals were treated in the same manner as described in Example 10 (1) to give 5-amino7-(3-amino-3-methyl-1-pyrrolidinyl)-1-cyclopropyl-6,8-difluoro-1,4-dihydro-...